This data is from the Open Reaction Database (ORD), a public repository of structured organic reaction records. The task is: describe an organic reaction: reactants, conditions, products, and yield Reactants: C1OC2=C(C=C(C=C2)OCC=C(CCC=C(CC(C)C)C)C)O1 (1,2-(methylenedioxy)-4-[(3,7,9-trimethyl-2,6-decadienyl)oxy]-benzene), ClC1=CC(=CC=C1)C(=O)OO (m-chloroperbenzoic acid). Solvent: C(Cl)Cl (methylene chloride). The product is O1C(CCC(=CCOC2=CC3=C(C=C2)OCO3)C)C1(CC(C)C)C (4-[(6,7-epoxy-3,7,9-trimethyl-2-decenyl)-oxy]-1,2-(methylenedioxy)-benzene). As a reaction SMILES: [CH2:1]1[O:23][C:4]2[CH:5]=[C:6]([O:9][CH2:10][CH:11]=[C:12]([CH3:22])[CH2:13][CH2:14][CH:15]=[C:16]([CH3:21])[CH2:17][CH:18]([CH3:20])[CH3:19])[CH:7]=[CH:8][C:3]=2[O:2]1.ClC1C=CC=C(C(OO)=[O:32])C=1>C(Cl)Cl>[O:32]1[C:16]([CH3:21])([CH2:17][CH:18]([CH3:19])[CH3:20])[CH:15]1[CH2:14][CH2:13][C:12]([CH3:22])=[CH:11][CH2:10][O:9][C:6]1[CH:7]=[CH:8][C:3]2[O:2][CH2:1][O:23][C:4]=2[CH:5]=1. Procedure details: To 10 g. of 1,2-(methylenedioxy)-4-[(3,7,9-trimethyl-2,6-decadienyl)oxy]-benzene dissolved in 100 ml. of methylene chloride are added portionwise, while stirring and cooling with ice at 1°-5° C., 6.85 g. of 80% m-chloroperbenzoic acid and the mixture is stirred for a further 2 hours while cooling with ice. The mixture is subsequently diluted with 200 ml. of ether and washed successively with ice-cold 1-N aqueous sodium hydroxide, water and saturated aqueous sodium chloride solution, dried over s... Starting materials: CC1(C(CCCC1)=O)COC1=CC=C(C=C1)CC1=NN=NN1 (2-Methyl-2-[[4-(1H-tetrazol-5-yl-methyl)phenoxy]-methyl]cyclohexanone), Cl.NO (hydroxylamine hydrochloride), C(C)(=O)[O-].[Na+] (sodium acetate). Solvent: C(C)O (ethanol). The product is CC1(C(CCCC1)=NO)COC1=CC=C(C=C1)CC1=NN=NN1 (2-Methyl-2-[[4-(1H-tetrazol-5-yl-methyl)phenoxy]methyl]cyclohexanone oxime). Yield: 56.7%. As a reaction SMILES: [CH3:1][C:2]1([CH2:9][O:10][C:11]2[CH:16]=[CH:15][C:14]([CH2:17][C:18]3[NH:22][N:21]=[N:20][N:19]=3)=[CH:13][CH:12]=2)[CH2:7][CH2:6][CH2:5][CH2:4][C:3]1=O.Cl.[NH2:24][OH:25].C([O-])(=O)C.[Na+]>C(O)C>[CH3:1][C:2]1([CH2:9][O:10][C:11]2[CH:16]=[CH:15][C:14]([CH2:17][C:18]3[NH:22][N:21]=[N:20][N:19]=3)=[CH:13][CH:12]=2)[CH2:7][CH2:6][CH2:5][CH2:4][C:3]1=[N:24][OH:25] |f:1.2,3.4|. Reported procedure: 2-Methyl-2-[[4-(1H-tetrazol-5-yl-methyl)phenoxy]-methyl]cyclohexanone (0.79 g, prepared in Example 3), hydroxylamine hydrochloride (0.22 g), sodium acetate (0.26 g) and ethanol (absolute, 20 ml) were combined and heated to reflux for 4 hours. The ethanol was removed in vacuo. The residue was partitioned between ethyl acetate and 10% HCl solution. The organic phase was washed with saturated aqueous NaCl solution, dried over MgSO4 and concentrated on the rotary evaporator. The product was triturat...